From a dataset of the Open Reaction Database (ORD), a public repository of structured organic reaction records. describe an organic reaction: reactants, conditions, products, and yield The reactants are C(CO)(=O)OCCCC (n-Butyl glycolate), N1C=NC=C1 (imidazole), C(C)(C)(C)[Si](Cl)(C)C (t-butyldimethylchlorosilane). Solvent: CCOCC.CCCCCC (ether n-hexane). Yields the product C(C)(C)(C)[Si](OCC(=O)OCCCC)(C)C (n-Butyl (t-butyl-dimethyl-silanyloxy)-acetate). RXN SMILES: [C:1]([O:5][CH2:6][CH2:7][CH2:8][CH3:9])(=[O:4])[CH2:2][OH:3].N1C=CN=C1.[C:15]([Si:19]([CH3:22])([CH3:21])Cl)([CH3:18])([CH3:17])[CH3:16]>CCOCC.CCCCCC>[C:15]([Si:19]([CH3:22])([CH3:21])[O:3][CH2:2][C:1]([O:5][CH2:6][CH2:7][CH2:8][CH3:9])=[O:4])([CH3:18])([CH3:17])[CH3:16] |f:3.4|. Procedure details: n-Butyl glycolate (231 g; 1.75 mol) and imidazole (345.1 g; 5.07 mol) are placed together at 0° C. The suspension obtained was treated portionwise with t-butyldimethylchlorosilane (303 g; 2.01 mol) during 1.5 hours. After 20 hours at room temperature the reaction mixture was diluted with ether/n-hexane 1:1 (1 l) and suction filtered. The crystals were rinsed thoroughly with ether/n-hexane 1:1 (200 ml). The filtrate was washed in succession with water (2×700 ml) and saturated aqueous sodium chlor... The reactants are CC(C)=O, ClC(Cl)Cl, [I-], [Na+], Cc1ccc(S(=O)(=O)OCC(O)COc2ccccc2)cc1. Yields the product OC(CI)COc1ccccc1. RXN SMILES: [CH3:29][C:30](=[O:31])[CH3:32].[CH:25]([Cl:26])([Cl:27])[Cl:28].[I-:24].[Na+:23].[c:1]1([CH3:2])[cH:3][cH:4][c:5]([S:6]([O:7][CH2:11][CH:12]([CH2:13][O:14][c:15]2[cH:16][cH:17][cH:18][cH:19][cH:20]2)[OH:21])(=[O:8])=[O:9])[cH:10][cH:22]1>>[CH2:11]([CH:12]([CH2:13][O:14][c:15]1[cH:16][cH:17][cH:18][cH:19][cH:20]1)[OH:21])[I:24]. The reactants are tetrakistriphenylphosphine palladium, C(#CC)C1=CC=C(C=C1)NC(C#C)=O (propynoic acid-(4-prop-1-ynylphenyl)amide), C([O-])([O-])=O.[Cs+].[Cs+] (cesium carbonate), IC1=CC=C(CO)C=C1 (4-iodobenzyl alcohol). Reagents/catalysts: [Cu]I (copper (I) iodide). Reaction conditions: time 24 hour. Product: C(#CC)C1=CC=C(C=C1)NC(C#CC1=CC=C(C=C1)CO)=O (3-(4-hydroxymethylphenyl)propynoic acid-(4-prop-1-ynylphenyl)amide). Reaction SMILES: C(=O)([O-])[O-].[Cs+].[Cs+].I[C:8]1[CH:15]=[CH:14][C:11]([CH2:12][OH:13])=[CH:10][CH:9]=1.[C:16]([C:19]1[CH:24]=[CH:23][C:22]([NH:25][C:26](=[O:29])[C:27]#[CH:28])=[CH:21][CH:20]=1)#[C:17][CH3:18]>[Cu]I>[C:16]([C:19]1[CH:24]=[CH:23][C:22]([NH:25][C:26](=[O:29])[C:27]#[C:28][C:8]2[CH:15]=[CH:14][C:11]([CH2:12][OH:13])=[CH:10][CH:9]=2)=[CH:21][CH:20]=1)#[C:17][CH3:18] |f:0.1.2|. Reported procedure: 40 mL of THF are degassed, combined with 2.62 g (8.03 mmol) of cesium carbonate and 4-iodobenzyl alcohol and again degassed. To this reaction mixture is added successively 138 mg (0.12 mmol) of tetrakistriphenylphosphine palladium, 53 mg (0.28 mmol) of copper (I) iodide, and 0.7 g (3.2 mmol) of propynoic acid-(4-prop-1-ynylphenyl)amide. The mixture is stirred for 24 hours at ambient temperature and the reaction mixture is then evaporated down. The purification of the residues is carried out by c... Reaction SMILES: C(OC(=O)[NH:7][CH:8]([C:13](=[O:25])[NH:14][CH:15]1[C:23]2[C:18](=[CH:19][CH:20]=[CH:21][CH:22]=2)[CH2:17][CH:16]1[OH:24])[C:9]([CH3:12])([CH3:11])[CH3:10])(C)(C)C>C(Cl)Cl.C(O)(C(F)(F)F)=O>[NH2:7][CH:8]([C:9]([CH3:12])([CH3:11])[CH3:10])[C:13]([NH:14][CH:15]1[C:23]2[C:18](=[CH:19][CH:20]=[CH:21][CH:22]=2)[CH2:17][CH:16]1[OH:24])=[O:25] |f:1.2|. Solvent: C(Cl)Cl.C(=O)(C(F)(F)F)O (DCM TFA). Reactants: C(C)(C)(C)OC(NC(C(C)(C)C)C(NC1C(CC2=CC=CC=C12)O)=O)=O ([1-(2-Hydroxy-indan-1-ylcarbamoyl)-2,2-dimethyl-propyl]-carbamic acid tert.butyl ester). Procedure: Compound 17 was kept in DCM-TFA 2:1 (2 mL) for 60 min at RT. The solution was cb-evaporated with toluene to dryness. Yields the product NC(C(=O)NC1C(CC2=CC=CC=C12)O)C(C)(C)C (2-Amino-N-(2-hydroxy-indan-1-yl)-3,3-dimethyl butyramide). Conditions: temperature -78 celsius, time 2 hour. Reaction SMILES: [CH3:1][O:2][C:3](=[O:29])[CH2:4][C:5]1[CH:10]=[CH:9][C:8]([O:11][CH2:12][C:13]2[CH:14]=[C:15]([C:19]3[CH:24]=[CH:23][C:22]([C:25]([F:28])([F:27])[F:26])=[CH:21][CH:20]=3)[CH:16]=[CH:17][CH:18]=2)=[CH:7][CH:6]=1.[Li+].CC([N-]C(C)C)C.Br[CH2:39][C:40]([O:42][C:43]([CH3:46])([CH3:45])[CH3:44])=[O:41]>C1COCC1>[CH3:1][O:2][C:3](=[O:29])[CH:4]([C:5]1[CH:6]=[CH:7][C:8]([O:11][CH2:12][C:13]2[CH:14]=[C:15]([C:19]3[CH:24]=[CH:23][C:22]([C:25]([F:26])([F:28])[F:27])=[CH:21][CH:20]=3)[CH:16]=[CH:17][CH:18]=2)=[CH:9][CH:10]=1)[CH2:39][C:40]([O:42][C:43]([CH3:46])([CH3:45])[CH3:44])=[O:41] |f:1.2|. Isolated yield 64.1%. Reactants: BrCC(=O)OC(C)(C)C (tert-butyl bromoacetate), COC(CC1=CC=C(C=C1)OCC=1C=C(C=CC1)C1=CC=C(C=C1)C(F)(F)F)=O ([4-(4′-Trifluoromethyl-biphenyl-3-ylmethoxy)-phenyl]-acetic acid methyl ester), [Li+].CC(C)[N-]C(C)C (LDA). Reported procedure: Compound 50.1 (4 g, 10 mmol) in THF (12 mL) was added dropwise to LDA in THF (1M, 12 mL) at −78° C. The resulting mixture was stirred for 30 min. before tert-butyl bromoacetate (2.15 g, 11 mmol) in THF (2 mL) was added over 10 min. The reaction mixture was stirred for 2 h at −78° C. and allowed to warm slowly to 0° C. The reaction was quenched with saturated aqueous NH4Cl (20 mL). The organic phase was extracted with ethyl acetate (25 mL×3). The organic extracts were combined, dried over MgSO4 a... Run in C1CCOC1 (THF), C1CCOC1 (THF), C1CCOC1 (THF). Product: COC(C(CC(=O)OC(C)(C)C)C1=CC=C(C=C1)OCC=1C=C(C=CC1)C1=CC=C(C=C1)C(F)(F)F)=O (2-{4-[4′-Trifluoromethyl-biphenyl-3-ylmethoxy]-phenyl}-succinic acid 4-tert-butyl ester 1-methyl ester). Starting materials: C(Cl)Cl (CH2Cl2), [N+](=O)([O-])C1=CC=2CC3=CC=CC=C3C2C=C1 (2-nitrofluorene), C(C=1C(O)=CC=CC1)=O (salicylaldehyde), KF Al2O3. Run in CO (methanol). Conditions: temperature 72 celsius, time 6 hour. The product is [N+](=O)([O-])C1=CC=2C(C3=CC=CC=C3C2C=C1)=CC1=C(C=CC=C1)O (2-(2-Nitro-fluoren-9-ylidenemethyl)-phenol). Reaction SMILES: [N+:1]([C:4]1[CH:16]=[CH:15][C:14]2[C:13]3[C:8](=[CH:9][CH:10]=[CH:11][CH:12]=3)[CH2:7][C:6]=2[CH:5]=1)([O-:3])=[O:2].[CH:17](=O)[C:18]1[C:19](=[CH:21][CH:22]=[CH:23][CH:24]=1)[OH:20].C(Cl)Cl>CO>[N+:1]([C:4]1[CH:16]=[CH:15][C:14]2[C:13]3[C:8](=[CH:9][CH:10]=[CH:11][CH:12]=3)[C:7](=[CH:17][C:18]3[CH:24]=[CH:23][CH:22]=[CH:21][C:19]=3[OH:20])[C:6]=2[CH:5]=1)([O-:3])=[O:2]. Reported procedure: To a solution of 2-nitrofluorene (250 mg, 1.18 mmol) and salicylaldehyde (159 mg, 1.30 mmol) in 10 mL of methanol was added KF—Al2O3 (170 mg, 1.06 mmol). The resulting mixture was stirred at 72° C. After 6 hrs, TLC indicated that the starting material was gone. 40 mL of CH2Cl2 was added into the reaction mixture. The insoluble solid was filtrated, and the filtrate was concentrated under vacuum to give a yellow solid, which was purified by silica gel column; eluting with 11% EtOAc in hexane affor... Starting materials: COC(=O)CBr, CC#N, CCOC(C)=O, [H-], [Na+], CC(C)(COCc1cccc(Oc2ccccc2)c1)c1ccc(O)cc1. The product is COC(=O)COc1ccc(C(C)(C)COCc2cccc(Oc3ccccc3)c2)cc1. As a reaction SMILES: [Br:32][CH2:33][C:34](=[O:35])[O:36][CH3:37].[CH3:29][C:30]#[N:31].[CH3:38][CH2:39][O:40][C:41](=[O:42])[CH3:43].[H-:27].[Na+:28].[OH:1][c:2]1[cH:3][cH:4][c:5]([C:8]([CH2:9][O:10][CH2:11][c:12]2[cH:13][c:14]([O:18][c:19]3[cH:20][cH:21][cH:22][cH:23][cH:24]3)[cH:15][cH:16][cH:17]2)([CH3:25])[CH3:26])[cH:6][cH:7]1>>[O:1]([c:2]1[cH:3][cH:4][c:5]([C:8]([CH2:9][O:10][CH2:11][c:12]2[cH:13][c:14]([O:18][c:19]3[cH:20][cH:21][cH:22][cH:23][cH:24]3)[cH:15][cH:16][cH:17]2)([CH3:25])[CH3:26])[cH:6][cH:7]1)[CH2:33][C:34](=[O:35])[O:36][CH3:37]. Reactants: C(C)(C)(C)OC(N[C@@H](CCC#N)C)=O (((R)-3-cyano-1-methyl-propyl)-carbamic acid tert-butyl ester), C(=O)(C(F)(F)F)O (TFA). The solvent is ClCCl (dichloromethane). Conditions: temperature 25 celsius, time 15 hour. Yields the product FC(C(=O)O)(F)F.N[C@@H](CCC#N)C ((R)-4-aminopentanenitrile trifluoroacetate). Yield: 68.0%. Reaction SMILES: C(OC(=O)[NH:7][C@H:8]([CH3:13])[CH2:9][CH2:10][C:11]#[N:12])(C)(C)C.[C:15]([OH:21])([C:17]([F:20])([F:19])[F:18])=[O:16]>ClCCl>[F:18][C:17]([F:20])([F:19])[C:15]([OH:21])=[O:16].[NH2:7][C@H:8]([CH3:13])[CH2:9][CH2:10][C:11]#[N:12] |f:3.4|. Procedure: In a 100 mL round-bottomed flask, ((R)-3-cyano-1-methyl-propyl)-carbamic acid tert-butyl ester (158 mg, 0.80 mmol) was combined with TFA (2 ml) and dichloromethane (8 mL) to give a colorless solution. The reaction mixture was stirred at 25° C. for 15 h. The solvent was evaporated to provide 53 mg (68%) of (R)-4-aminopentanenitrile trifluoroacetate which was used in the next step without further purification. The reactants are [N+](=O)([O-])C1=CC=C(C=C1)N1CCC(CC1)C(=O)O (1-(4-nitrophenyl)piperidine-4-carboxylic acid), B (borane). Run in O1CCCC1 (tetrahydrofuran). Run at time 8 hour. Product: [N+](=O)([O-])C1=CC=C(C=C1)N1CCC(CC1)CO ([1-(4-nitro-phenyl)-piperidin-4-yl]-methanol). Reaction SMILES: [N+:1]([C:4]1[CH:9]=[CH:8][C:7]([N:10]2[CH2:15][CH2:14][CH:13]([C:16](O)=[O:17])[CH2:12][CH2:11]2)=[CH:6][CH:5]=1)([O-:3])=[O:2].B>O1CCCC1>[N+:1]([C:4]1[CH:9]=[CH:8][C:7]([N:10]2[CH2:11][CH2:12][CH:13]([CH2:16][OH:17])[CH2:14][CH2:15]2)=[CH:6][CH:5]=1)([O-:3])=[O:2]. Procedure details: To a 0° C. solution of 1-(4-nitrophenyl)piperidine-4-carboxylic acid (1.0 g, 4.0 mmol) in tetrahydrofuran (14 mL) is added borane.tetrahydrofuran complex (1.8 M, 7 mL, 13 mmol). After completion of the dropwise addition, the coolant is removed. The mixture is stirred overnight at room temperature and re-cooled to 0° C. in an ice-water bath. Sodium hydroxide solution (1M, 6 mL) is added dropwise. The basic mixture is neutralized by the addition of saturated aqueous ammonium chloride solution. The... Reactants: [BH4-], O=C([O-])O, C[O-], CO, CCOC(C)=O, COc1ccc(N)cc1NC(=O)OC(C)(C)C, [Na+], [Na+], [Na+]. Product: CNc1ccc(OC)c(NC(=O)OC(C)(C)C)c1. RXN SMILES: [BH4-:21].[C:31](=[O:32])([OH:33])[O-:34].[CH3:18][O-:19].[CH3:23][OH:24].[CH3:25][CH2:26][O:27][C:28](=[O:29])[CH3:30].[NH2:1][c:2]1[cH:3][cH:4][c:5]([O:16][CH3:17])[c:6]([NH:8][C:9]([O:10][C:11]([CH3:12])([CH3:13])[CH3:14])=[O:15])[cH:7]1.[Na+:20].[Na+:22].[Na+:35]>>[NH:1]([c:2]1[cH:3][cH:4][c:5]([O:16][CH3:17])[c:6]([NH:8][C:9]([O:10][C:11]([CH3:12])([CH3:13])[CH3:14])=[O:15])[cH:7]1)[CH3:18].